The task is: describe an organic reaction: reactants, conditions, products, and yield. This data is from the Open Reaction Database (ORD), a public repository of structured organic reaction records. Reactants: Cl.ClC1=C(C(=CC=C1)Cl)CC(=O)O (2-(2,6-dichlorophenyl)acetic acid hydrochloride), C(C1=CC=CC=C1)[C@@H]1C[C@H](NC1)C(=O)NC1=CC=C(C=C1)OC1=CC=C(C=C1)F ((2S,4R)-4-benzyl-N-(4-(4-fluorophenoxy)phenyl)pyrrolidine-2-carboxamide). Yields the product Compound 119, C(C1=CC=CC=C1)[C@@H]1C[C@H](N(C1)C(CC1=C(C=CC=C1Cl)Cl)=O)C(=O)NC1=CC=C(C=C1)OC1=CC=C(C=C1)F ((2S,4R)-4-benzyl-1-(2-(2,6-dichlorophenyl)acetyl)-N-(4-(4-fluorophenoxy)phenyl)pyrrolidine-2-carboxamide). The yield is 34.9%. RXN SMILES: Cl.[Cl:2][C:3]1[CH:8]=[CH:7][CH:6]=[C:5]([Cl:9])[C:4]=1[CH2:10][C:11]([OH:13])=O.[CH2:14]([C@H:21]1[CH2:25][NH:24][C@H:23]([C:26]([NH:28][C:29]2[CH:34]=[CH:33][C:32]([O:35][C:36]3[CH:41]=[CH:40][C:39]([F:42])=[CH:38][CH:37]=3)=[CH:31][CH:30]=2)=[O:27])[CH2:22]1)[C:15]1[CH:20]=[CH:19][CH:18]=[CH:17][CH:16]=1>>[CH2:14]([C@H:21]1[CH2:25][N:24]([C:11](=[O:13])[CH2:10][C:4]2[C:5]([Cl:9])=[CH:6][CH:7]=[CH:8][C:3]=2[Cl:2])[C@H:23]([C:26]([NH:28][C:29]2[CH:34]=[CH:33][C:32]([O:35][C:36]3[CH:37]=[CH:38][C:39]([F:42])=[CH:40][CH:41]=3)=[CH:31][CH:30]=2)=[O:27])[CH2:22]1)[C:15]1[CH:16]=[CH:17][CH:18]=[CH:19][CH:20]=1 |f:0.1|. Reported procedure: Proceeding as in Example 1, but substituting 2-(2,6-dichlorophenyl)acetic acid hydrochloride and (2S,4R)-4-benzyl-N-(4-(4-fluorophenoxy)phenyl)pyrrolidine-2-carboxamide, gave Compound 119, (2S,4R)-4-benzyl-1-(2-(2,6-dichlorophenyl)acetyl)-N-(4-(4-fluorophenoxy)phenyl)pyrrolidine-2-carboxamide (12.1 mg, 34.9%); Major isomer: 1H-NMR (400 MHz, DMSO-D6): a 9.92 (s, 1H), 7.54-7.60 (m, 2H), 7.44 (d, 2H), 7.25-7.34 (m, 5H), 7.15-7.24 (m, 3H), 6.93-7.03 (m, 4H), 4.48-4.51 (m, 1H), 3.95 (m, 2H), 3.50-3.5... The reactants are CCOC(=O)C(C)=CCCCCO[Si](C)(C)C(C)(C)C, CC(C)C[Al+]CC(C)C, ClCCl, CCCCCC, CO, [H-], [Na+], [Na+], O, O, O, O, O, O, O, O, O, O, O=S(=O)([O-])[O-]. Product: CC(=CCCCCO[Si](C)(C)C(C)(C)C)CO. Reaction SMILES: [C:1]([CH3:2])([CH3:3])([CH3:4])[Si:5]([O:6][CH2:7][CH2:8][CH2:9][CH2:10][CH:11]=[C:12]([C:13](=[O:14])[O:15][CH2:16][CH3:17])[CH3:18])([CH3:19])[CH3:20].[CH2:28]([Al+:29][CH2:30][CH:31]([CH3:32])[CH3:33])[CH:34]([CH3:35])[CH3:36].[CH2:56]([Cl:57])[Cl:58].[CH3:21][CH2:22][CH2:23][CH2:24][CH2:25][CH3:26].[CH3:37][OH:38].[H-:27].[Na+:54].[Na+:55].[OH2:39].[OH2:40].[OH2:41].[OH2:42].[OH2:43].[OH2:44].[OH2:45].[OH2:46].[OH2:47].[OH2:48].[S:49]([O-:50])([O-:51])(=[O:52])=[O:53]>>[C:1]([CH3:2])([CH3:3])([CH3:4])[Si:5]([O:6][CH2:7][CH2:8][CH2:9][CH2:10][CH:11]=[C:12]([CH2:13][OH:14])[CH3:18])([CH3:19])[CH3:20]. Product: CSc1ccc(CNCCC(=O)OC(C)(C)C)s1. Reactants: CC(C)(C)OC(=O)CCN, CC(=O)O[BH-](OC(C)=O)OC(C)=O, CSc1ccc(C=O)s1, ClCCl, Cl, [Na+]. Reaction SMILES: [C:11]([CH3:12])([CH3:13])([CH3:14])[O:15][C:16]([CH2:17][CH2:18][NH2:19])=[O:20].[C:21]([O:22][BH-:23]([O:24][C:25](=[O:26])[CH3:27])[O:28][C:29](=[O:30])[CH3:31])(=[O:32])[CH3:33].[CH3:1][S:2][c:3]1[cH:4][cH:5][c:6]([CH:8]=[O:9])[s:7]1.[Cl:35][CH2:36][Cl:37].[ClH:10].[Na+:34]>>[CH3:1][S:2][c:3]1[cH:4][cH:5][c:6]([CH2:8][NH:19][CH2:18][CH2:17][C:16]([O:15][C:11]([CH3:12])([CH3:13])[CH3:14])=[O:20])[s:7]1. The reactants are OC(CCN([C@@H]1CN(CCC1)C(=O)OC(C)(C)C)C(=O)OC)(CC(=C)C)C1=CC=CC=C1 ((3S)-tert-butyl 3-((3-hydroxy-5-methyl-3-phenylhex-5-enyl)(methoxycarbonyl)amino)piperidine-1-carboxylate), [H-].[Na+] (NaH). Run in CCOCC (ether), C1CCOC1 (THF). Product: CC(C[C@@]1(CCN(C(O1)=O)[C@@H]1CN(CCC1)C(=O)OC(C)(C)C)C1=CC=CC=C1)=C ((5)-tert-butyl 3-((R)-6-(2-methylallyI)-2-oxo-6-phenyl-1,3-oxazinan-3-yl)piperidine-1-carboxylate). Isolated yield 55.3%. RXN SMILES: O[C:2]([C:27]1[CH:32]=[CH:31][CH:30]=[CH:29][CH:28]=1)([CH2:23][C:24]([CH3:26])=[CH2:25])[CH2:3][CH2:4][N:5]([C:19]([O:21]C)=[O:20])[C@H:6]1[CH2:11][CH2:10][CH2:9][N:8]([C:12]([O:14][C:15]([CH3:18])([CH3:17])[CH3:16])=[O:13])[CH2:7]1.[H-].[Na+]>C1COCC1.CCOCC>[CH3:26][C:24](=[CH2:25])[CH2:23][C@@:2]1([C:27]2[CH:32]=[CH:31][CH:30]=[CH:29][CH:28]=2)[O:20][C:19](=[O:21])[N:5]([C@H:6]2[CH2:11][CH2:10][CH2:9][N:8]([C:12]([O:14][C:15]([CH3:18])([CH3:17])[CH3:16])=[O:13])[CH2:7]2)[CH2:4][CH2:3]1 |f:1.2|. Reported procedure: To a solution of (3S)-tert-butyl 3-((3-hydroxy-5-methyl-3-phenylhex-5-enyl)(methoxycarbonyl)amino)piperidine-1-carboxylate (5.80 g, 13 mmol) in dry THF (200 mL) was added NaH (60% in mineral oil, 1.04 g, 2 equiv). The mixture was heated to reflux for 2 h. After being cooled down to rt, the mixture was diluted with ether (200 mL), quenched with satd aq NH4Cl solution (25 mL), washed with 1% HCl solution (50 mL), brine (35 mL), and dried over Na2SO4. After filtration and concentration, the residue... The reactants are FC(C1=CC=C(C=C1)CC(=O)O)(F)F ((4-trifluoromethyl-phenyl)-acetic acid), FC(C1=CC=C(C=N1)N)(F)F (6-trifluoromethyl-pyridin-3-ylamine). Product: FC(C1=CC=C(C=C1)CCNC=1C=NC(=CC1)C(F)(F)F)(F)F ([2-(4-Trifluoromethyl-phenyl)-ethyl]-(6-trifluoromethyl-pyridin-3-yl)-amine). RXN SMILES: [F:1][C:2]([F:14])([F:13])[C:3]1[CH:8]=[CH:7][C:6]([CH2:9][C:10](O)=O)=[CH:5][CH:4]=1.[F:15][C:16]([F:25])([F:24])[C:17]1[N:22]=[CH:21][C:20]([NH2:23])=[CH:19][CH:18]=1>>[F:1][C:2]([F:14])([F:13])[C:3]1[CH:8]=[CH:7][C:6]([CH2:9][CH2:10][NH:23][C:20]2[CH:21]=[N:22][C:17]([C:16]([F:25])([F:15])[F:24])=[CH:18][CH:19]=2)=[CH:5][CH:4]=1. Procedure details: In analogy to example 33, step 1, (4-trifluoromethyl-phenyl)-acetic acid (commercially available) was coupled with 6-trifluoromethyl-pyridin-3-ylamine (commercially available) to give the title compound MS m/e: 335.1 [M+H]+.